describe an organic reaction: reactants, conditions, products, and yield From a dataset of the Open Reaction Database (ORD), a public repository of structured organic reaction records. Reactants: C(=O)(O)CN1C(C(NC2=CC(=C(C=C12)Br)Br)=O)=O (N-carboxymethyl-6,7-dibromo-1,4-dihydroquinoxaline-2,3-dione), [N+](=O)([O-])C=1C=C(N)C=CC1 (m-nitroaniline), C1CCC(CC1)N=C=NC2CCCCC2 (DCC), CN(C)C=O (DMF). Reaction conditions: temperature 28 celsius, time 4 hour. Yields the product C1(=C(C=CC=C1)NC(=O)NN1C(C(NC2=CC=CC=C12)=O)=O)C (1-[[(o-tolylamino)carbonyl]amino]-1,4-dihydro-2,3-quinoxalinedione). RXN SMILES: C(C[N:5]1[C:14]2[C:9](=[CH:10][C:11](Br)=[C:12](Br)[CH:13]=2)[NH:8][C:7](=[O:17])[C:6]1=[O:18])(O)=O.[N+]([C:22]1[CH:23]=[C:24]([CH:26]=[CH:27][CH:28]=1)[NH2:25])([O-])=O.[CH2:29]1CCC(N=C=NC2CCCCC2)CC1.C[N:45]([CH:47]=[O:48])C>>[C:26]1([CH3:29])[CH:27]=[CH:28][CH:22]=[CH:23][C:24]=1[NH:25][C:47]([NH:45][N:5]1[C:14]2[C:9](=[CH:10][CH:11]=[CH:12][CH:13]=2)[NH:8][C:7](=[O:17])[C:6]1=[O:18])=[O:48]. Procedure: To a stirred solution of N-carboxymethyl-6,7-dibromo-1,4-dihydroquinoxaline-2,3-dione (100 mg, 0.260 mmol) and m-nitroaniline (40 mg, 0.29 mmol) in dry DMF (2 mL) under N2 at 28° C., DCC (60 mg, 0.29 mmol) was added in one portion. The solution was stirred for 4 h at 28° C. The insoluble solid was filtered and washed with DMF (1 mL). The clear filtrate was then poured into water (30 mL). The precipitated solid was filtered and dried under vacuum (water aspirator) to obtain 65 mg crude product as... The reactants are COC(=O)C1CN(C2=CC=CC=C2C1)CC (1-Ethyl-1,2,3,4-tetrahydro-quinoline-3-carboxylic acid methyl ester), [H-].[H-].[H-].[H-].[Li+].[Al+3] (LAH), CCOC(=O)C.CCCCCC (EtOAc hexane). Solvent: CCOCC (Et2O). Run at time 30 minute. Yields the product C(C)N1CC(CC2=CC=CC=C12)CO ((1-Ethyl-1,2,3,4-tetrahydro-quinolin-3-yl)-methanol). Reaction SMILES: C[O:2][C:3]([CH:5]1[CH2:14][C:13]2[C:8](=[CH:9][CH:10]=[CH:11][CH:12]=2)[N:7]([CH2:15][CH3:16])[CH2:6]1)=O.[H-].[H-].[H-].[H-].[Li+].[Al+3].CCOC(C)=O.CCCCCC>CCOCC>[CH2:15]([N:7]1[C:8]2[C:13](=[CH:12][CH:11]=[CH:10][CH:9]=2)[CH2:14][CH:5]([CH2:3][OH:2])[CH2:6]1)[CH3:16] |f:1.2.3.4.5.6,7.8|. Reported procedure: To a stirred solution of 1-Ethyl-1,2,3,4-tetrahydro-quinoline-3-carboxylic acid methyl ester (123 mg, 0.56 mmol) in 1.5 mL of Et2O at 0° C. under nitrogen. LAH (1M in Et2O) was added dropwise with vigorous gas evolution and a white precipitate formation. After 30 min., TLC in 3/7 EtOAc/hexane showed complete loss of s.m. and appearance of a clean lower rf spot. The reaction was carefully quenched with 15% NaOH (3 mL) and 3 mL of Et2O was added and the mixture stirred rapidly at RT for 15 nin. Th... The reactants are CC(=O)O[BH-](OC(C)=O)OC(C)=O, CC(=O)O, COC(OC)OC, Cn1c(CC=O)nc2c(N3CCOCC3)nc(Cl)nc21, CC(C)(O)C1CCNCC1, [Na+]. Product: Cn1c(CCN2CCC(C(C)(C)O)CC2)nc2c(N3CCOCC3)nc(Cl)nc21. As a reaction SMILES: [C:42]([O:43][BH-:44]([O:45][C:46](=[O:47])[CH3:48])[O:49][C:50](=[O:51])[CH3:52])(=[O:53])[CH3:54].[CH3:38][C:39](=[O:40])[OH:41].[CH:31]([O:32][CH3:33])([O:34][CH3:35])[O:36][CH3:37].[Cl:1][c:2]1[n:3][c:4]([N:15]2[CH2:16][CH2:17][O:18][CH2:19][CH2:20]2)[c:5]2[n:6][c:7]([CH2:12][CH:13]=[O:14])[n:8]([CH3:11])[c:9]2[n:10]1.[NH:21]1[CH2:22][CH2:23][CH:24]([C:27]([CH3:28])([CH3:29])[OH:30])[CH2:25][CH2:26]1.[Na+:55]>>[Cl:1][c:2]1[n:3][c:4]([N:15]2[CH2:16][CH2:17][O:18][CH2:19][CH2:20]2)[c:5]2[n:6][c:7]([CH2:12][CH2:13][N:21]3[CH2:22][CH2:23][CH:24]([C:27]([CH3:28])([CH3:29])[OH:30])[CH2:25][CH2:26]3)[n:8]([CH3:11])[c:9]2[n:10]1. The reactants are BrC1=CC=C(C=C1)C1=CC=C(C=C1)Br (4,4′-dibromobiphenyl), B(OC)(OC)OC (trimethyl borate), O.Cl (hydrochloric acid water), three, C(CCC)[Li] (n-butyllithium). The solvent is O1CCCC1 (tetrahydrofuran). Reaction conditions: temperature -80 celsius. Product: BrC1=CC=C(C=C1)C1=CC=C(C=C1)B(O)O (4-(4-bromophenyl)phenylboronic acid). Isolated yield 41.0%. Reaction SMILES: [Br:1][C:2]1[CH:7]=[CH:6][C:5]([C:8]2[CH:13]=[CH:12][C:11](Br)=[CH:10][CH:9]=2)=[CH:4][CH:3]=1.C([Li])CCC.[B:20](OC)([O:23]C)[O:21]C.O.Cl>O1CCCC1>[Br:1][C:2]1[CH:7]=[CH:6][C:5]([C:8]2[CH:13]=[CH:12][C:11]([B:20]([OH:23])[OH:21])=[CH:10][CH:9]=2)=[CH:4][CH:3]=1 |f:3.4|. Reported procedure: 10.0 g (0.032 mol) of 4,4′-dibromobiphenyl was put in a 500 mL three neck flask, and nitrogen was substituted for air in the flask, and then 200 mL of tetrahydrofuran was added and stirred at −80° C. 20 mL (0.032 mol) of n-butyllithium (1.60 M hexane solution) was dropped into a reaction solution, and stirred for 1 hour at −80° C., and 40 mL (0.060 mol) of trimethyl borate was added and stirred for 1 hour while returning to room temperature. After 200 mL (1.0 mol/L) of hydrochloric acid water wa... Starting materials: O1C(C(=O)O)C1C(=O)O.C1(CCCC1)[K] (monocyclopentyl potassium epoxysuccinate), C(C(=O)Cl)(=O)Cl (oxalyl chloride), C1(CCCCC1)N (cyclohexylamine). The product is C1(CCCCC1)NC(C1C(C(=O)OC2CCCC2)O1)=O (cyclopentyl N-cyclohexyl-2,3-epoxysuccinamate). Isolated yield 42.7%. Reaction SMILES: [O:1]1[CH:6]([C:7]([OH:9])=[O:8])[CH:2]1[C:3]([OH:5])=O.[CH:10]1([K])[CH2:14][CH2:13][CH2:12][CH2:11]1.C(Cl)(=O)C(Cl)=O.[CH:22]1([NH2:28])[CH2:27][CH2:26][CH2:25][CH2:24][CH2:23]1>>[CH:22]1([NH:28][C:3](=[O:5])[CH:2]2[O:1][CH:6]2[C:7]([O:9][CH:10]2[CH2:14][CH2:13][CH2:12][CH2:11]2)=[O:8])[CH2:27][CH2:26][CH2:25][CH2:24][CH2:23]1 |f:0.1|. Reported procedure: Following the procedure of Example 1, monocyclopentyl potassium epoxysuccinate (5.0 g) was successively treated with oxalyl chloride (2.55 g) and cyclohexylamine (3.96 g) to give 2.5 g of cyclopentyl N-cyclohexyl-2,3-epoxysuccinamate (Compound No. 25) as colorless needles melting at 93°-97° C.